This data is from the Open Reaction Database (ORD), a public repository of structured organic reaction records. The task is: describe an organic reaction: reactants, conditions, products, and yield Starting materials: CC(=O)N1CCC(Cc2n[nH]c(=O)n2-c2ccc(Br)cc2)C1, O=C([O-])[O-], CC1(C)OB(c2ccc3cccnc3c2)OC1(C)C, [K+], [K+], C1COCCO1. The product is CC(=O)N1CCC(Cc2n[nH]c(=O)n2-c2ccc(-c3ccc4cccnc4c3)cc2)C1. Reaction SMILES: [C:1]([CH3:2])(=[O:3])[N:4]1[CH2:5][CH:6]([CH2:9][c:10]2[n:11](-[c:16]3[cH:17][cH:18][c:19]([Br:22])[cH:20][cH:21]3)[c:12](=[O:15])[nH:13][n:14]2)[CH2:7][CH2:8]1.[C:42](=[O:43])([O-:44])[O-:45].[CH3:23][C:24]1([CH3:25])[C:26]([CH3:27])([CH3:28])[O:29][B:30]([c:31]2[cH:32][cH:33][c:34]3[cH:35][cH:36][cH:37][n:38][c:39]3[cH:40]2)[O:41]1.[K+:46].[K+:47].[O:48]1[CH2:49][CH2:50][O:51][CH2:52][CH2:53]1>>[C:1]([CH3:2])(=[O:3])[N:4]1[CH2:5][CH:6]([CH2:9][c:10]2[n:11](-[c:16]3[cH:17][cH:18][c:19](-[c:31]4[cH:32][cH:33][c:34]5[cH:35][cH:36][cH:37][n:38][c:39]5[cH:40]4)[cH:20][cH:21]3)[c:12](=[O:15])[nH:13][n:14]2)[CH2:7][CH2:8]1. Starting materials: CNC, CC(C)OC(=O)C1=C2SCC(=CC(=O)Sc3ccccc3)N2CC1. Yields the product CC(C)OC(=O)C1=C2SCC(=CC(=O)N(C)C)N2CC1. RXN SMILES: [CH3:25][NH:26][CH3:27].[CH:1]([CH3:2])([CH3:3])[O:4][C:5](=[O:6])[C:7]1=[C:11]2[N:10]([CH2:9][CH2:8]1)[C:14](=[CH:15][C:16](=[O:17])[S:18][c:19]1[cH:20][cH:21][cH:22][cH:23][cH:24]1)[CH2:13][S:12]2>>[CH:1]([CH3:2])([CH3:3])[O:4][C:5](=[O:6])[C:7]1=[C:11]2[N:10]([CH2:9][CH2:8]1)[C:14](=[CH:15][C:16](=[O:17])[N:26]([CH3:25])[CH3:27])[CH2:13][S:12]2. Reactants: BrC[Si](C)(C)Cl ((bromomethyl)chlorodimethylsilane), C(C)(C)(C)N (t-butyl amine). Yields the product BrC[Si](NC(C)(C)C)(C)C (1-(bromomethyl)-N-(1,1-dimethylethyl )-1,1-dimethylsilanamine). RXN SMILES: [Br:1][CH2:2][Si:3](Cl)([CH3:5])[CH3:4].[C:7]([NH2:11])([CH3:10])([CH3:9])[CH3:8]>CCOCC>[Br:1][CH2:2][Si:3]([CH3:5])([CH3:4])[NH:11][C:7]([CH3:10])([CH3:9])[CH3:8]. Procedure: To a stirred solution of 10.00 g (53.32 mmol) of (bromomethyl)chlorodimethylsilane in 200 ml, of diethylether a solution of 7.80 g (106.64 mmol) of t-butyl amine in 10 mL of ether was added. A white solid deposited instantaneously. The reaction mixture was stirred overnight, filtered through a medium frit and the solvent was removed under reduced pressure to give 11.06 g of colorless liquid. Yield 93 percent. Isolated yield 92.5%. Conditions: time 8 hour. Solvent: CCOCC (ether), C(C)OCC (diethylether). Starting materials: N#CCC(=O)O, CCN(C(C)C)C(C)C, ClCCl, NC1CCC(Nc2cc(NC3CC3)c3ncc(C(=O)Nc4ccnc(Cl)c4)n3n2)CC1. Product: N#CCC(=O)NC1CCC(Nc2cc(NC3CC3)c3ncc(C(=O)Nc4ccnc(Cl)c4)n3n2)CC1. As a reaction SMILES: [C:41](#[N:42])[CH2:43][C:44](=[O:45])[OH:46].[CH:32]([N:33]([CH2:34][CH3:35])[CH:36]([CH3:37])[CH3:38])([CH3:39])[CH3:40].[Cl:47][CH2:48][Cl:49].[NH2:1][CH:2]1[CH2:3][CH2:4][CH:5]([NH:8][c:9]2[cH:10][c:11]([NH:28][CH:29]3[CH2:30][CH2:31]3)[c:12]3[n:13]([n:14]2)[c:15]([C:18](=[O:19])[NH:20][c:21]2[cH:22][c:23]([Cl:27])[n:24][cH:25][cH:26]2)[cH:16][n:17]3)[CH2:6][CH2:7]1>>[NH:1]([CH:2]1[CH2:3][CH2:4][CH:5]([NH:8][c:9]2[cH:10][c:11]([NH:28][CH:29]3[CH2:30][CH2:31]3)[c:12]3[n:13]([n:14]2)[c:15]([C:18](=[O:19])[NH:20][c:21]2[cH:22][c:23]([Cl:27])[n:24][cH:25][cH:26]2)[cH:16][n:17]3)[CH2:6][CH2:7]1)[C:44]([CH2:43][C:41]#[N:42])=[O:45]. The reactants are ClC1=CC(=C(C(=O)OCC=C)C=C1)[N+](=O)[O-] (allyl 4-chloro-2-nitrobenzoate), CC1=C(C(=O)OCC=C)C(=CC=C1)[N+](=O)[O-] (allyl 2-methyl-6-nitrobenzoate). Yields the product NC1=C(C(=O)OCC=C)C=CC(=C1)Cl (allyl 2-amino-4-chlorobenzoate). RXN SMILES: [Cl:1][C:2]1[CH:13]=[CH:12][C:5]([C:6]([O:8][CH2:9][CH:10]=[CH2:11])=[O:7])=[C:4]([N+:14]([O-])=O)[CH:3]=1.CC1C=CC=C([N+]([O-])=O)C=1C(OCC=C)=O>>[NH2:14][C:4]1[CH:3]=[C:2]([Cl:1])[CH:13]=[CH:12][C:5]=1[C:6]([O:8][CH2:9][CH:10]=[CH2:11])=[O:7]. Reported procedure: The above nitro compound was reduced by the method described in example 6, for the reduction of allyl 2-methyl-6-nitrobenzoate, to give allyl 2-amino-4-chlorobenzoate. Procedure details: Prepared according to the procedure described in Example 1, Step 4, using the following starting materials: ethyl-[2-(4,4,5,5-tetramethyl-[1,3,2]dioxaborolan-2-yl)-5-trifluoromethyl-benzyl]-carbamic acid 4-chloro-benzyl ester and (3-trifluoromethanesulfonyloxy-5-trifluoromethyl-phenyl)-acetic acid methyl ester. Reactants: ClC1=CC=C(COC(N(CC2=C(C=CC(=C2)C(F)(F)F)B2OC(C(O2)(C)C)(C)C)CC)=O)C=C1 (ethyl-[2-(4,4,5,5-tetramethyl-[1,3,2]dioxaborolan-2-yl)-5-trifluoromethyl-benzyl]-carbamic acid 4-chloro-benzyl ester), COC(CC1=CC(=CC(=C1)C(F)(F)F)OS(=O)(=O)C(F)(F)F)=O ((3-trifluoromethanesulfonyloxy-5-trifluoromethyl-phenyl)-acetic acid methyl ester). Product: COC(CC=1C=C(C=C(C1)C(F)(F)F)C1=C(C=C(C=C1)C(F)(F)F)CN(CC)C(=O)OCC1=CC=C(C=C1)Cl)=O ((2′-{[(4-Chloro-benzyloxycarbonyl)-ethyl-amino]-methyl}-5,4′-bis-trifluoromethyl-biphenyl-3-yl)-acetic acid methyl ester). Reaction SMILES: [Cl:1][C:2]1[CH:34]=[CH:33][C:5]([CH2:6][O:7][C:8](=[O:32])[N:9]([CH2:30][CH3:31])[CH2:10][C:11]2[CH:16]=[C:15]([C:17]([F:20])([F:19])[F:18])[CH:14]=[CH:13][C:12]=2B2OC(C)(C)C(C)(C)O2)=[CH:4][CH:3]=1.[CH3:35][O:36][C:37](=[O:57])[CH2:38][C:39]1[CH:44]=[C:43]([C:45]([F:48])([F:47])[F:46])[CH:42]=[C:41](OS(C(F)(F)F)(=O)=O)[CH:40]=1>>[CH3:35][O:36][C:37](=[O:57])[CH2:38][C:39]1[CH:40]=[C:41]([C:12]2[CH:13]=[CH:14][C:15]([C:17]([F:18])([F:19])[F:20])=[CH:16][C:11]=2[CH2:10][N:9]([C:8]([O:7][CH2:6][C:5]2[CH:33]=[CH:34][C:2]([Cl:1])=[CH:3][CH:4]=2)=[O:32])[CH2:30][CH3:31])[CH:42]=[C:43]([C:45]([F:47])([F:46])[F:48])[CH:44]=1.